Dataset: the Open Reaction Database (ORD), a public repository of structured organic reaction records. Task: describe an organic reaction: reactants, conditions, products, and yield The reactants are Cc1ncc(CO)c(C=O)c1O, Cl, [K+], CC(C)(S)C(N)C(=O)O, [OH-], O. Product: Cc1ncc(CO)c(C2NC(C(=O)O)C(C)(C)S2)c1O. Reaction SMILES: [CH:1](=[O:2])[c:3]1[c:4]([CH2:5][OH:6])[cH:7][n:8][c:9]([CH3:10])[c:11]1[OH:12].[ClH:13].[K+:24].[NH2:14][CH:15]([C:16]([CH3:17])([CH3:18])[SH:19])[C:20](=[O:21])[OH:22].[OH-:23].[OH2:25]>>[CH:1]1([c:3]2[c:4]([CH2:5][OH:6])[cH:7][n:8][c:9]([CH3:10])[c:11]2[OH:12])[NH:14][CH:15]([C:20](=[O:21])[OH:22])[C:16]([CH3:17])([CH3:18])[S:19]1.